From a dataset of the Open Reaction Database (ORD), a public repository of structured organic reaction records. describe an organic reaction: reactants, conditions, products, and yield Reactants: C(C)N1N=CC=2C1=NC1=CC=CC=C1C2Cl (1-ethyl-4-chloro-1H-pyrazolo[3,4-b]quinoline), CS(=O)C (DMSO), NCC1=CC=NC=C1 (4-(aminomethyl)pyridine), [NH4+].[OH-] (NH4OH). The solvent is O (water). Reaction conditions: temperature 85 celsius. Product: C(C)N1N=CC=2C1=NC1=CC=CC=C1C2NCC2=CC=NC=C2 (1-ethyl-N-(4-pyridinylmethyl)-1H-pyrazolo[3,4-b]quinolin-4-amine). The yield is 34.5%. RXN SMILES: [CH2:1]([N:3]1[C:7]2=[N:8][C:9]3[C:14]([C:15](Cl)=[C:6]2[CH:5]=[N:4]1)=[CH:13][CH:12]=[CH:11][CH:10]=3)[CH3:2].CS(C)=O.[NH2:21][CH2:22][C:23]1[CH:28]=[CH:27][N:26]=[CH:25][CH:24]=1.[NH4+].[OH-]>O>[CH2:1]([N:3]1[C:7]2=[N:8][C:9]3[C:14]([C:15]([NH:21][CH2:22][C:23]4[CH:28]=[CH:27][N:26]=[CH:25][CH:24]=4)=[C:6]2[CH:5]=[N:4]1)=[CH:13][CH:12]=[CH:11][CH:10]=3)[CH3:2] |f:3.4|. Procedure details: A mixture of 1-ethyl-4-chloro-1H-pyrazolo[3,4-b]quinoline (1.0 g, 4.3 mmol), DMSO (3 ml) and 4-(aminomethyl)pyridine (0.92 ml, 9 mmol) was heated at 80-90° C. overnight. The reaction mixture was poured into water (200 ml)/NH4OH (1 ml) and the mixture was extracted with CH2Cl2 (3×100 ml). The CH2Cl2 layers were combined, dried over MgSO4 and evaporated. The residue was crystallized from ethyl acetate and recrystallized from ethyl acetate to afford 450 mg of 1-ethyl-N-(4-pyridinylmethyl)-1H-pyrazo... Reactants: C(CC)N(C(=O)C=1C=C(C(=O)OC)C=C(C1)I)CCC (methyl 3-[(dipropylamino)carbonyl]-5-iodobenzoate), O1C=NC=C1 (oxazole), C(CCC)[Li] (n-butyllithium), palladium(0)tetrakis(triphenylphosphine). The reagents and catalysts are [Cl-].[Zn+2].[Cl-] (zinc chloride). Run in O1CCCC1 (tetrahydrofuran), C(C)(=O)OCC (ethyl acetate), O1CCCC1 (tetrahydrofuran). Conditions: temperature 0 celsius, time 30 minute. Yields the product C(CC)N(C(=O)C=1C=C(C(=O)OC)C=C(C1)C=1OC=CN1)CCC (Methyl 3-[(dipropylamino)carbonyl]-5-(1,3-oxazol-2-yl)benzoate). RXN SMILES: [O:1]1[CH:5]=[CH:4][N:3]=[CH:2]1.C([Li])CCC.[CH2:11]([N:14]([CH2:28][CH2:29][CH3:30])[C:15]([C:17]1[CH:18]=[C:19]([CH:24]=[C:25](I)[CH:26]=1)[C:20]([O:22][CH3:23])=[O:21])=[O:16])[CH2:12][CH3:13]>O1CCCC1.C(OCC)(=O)C.[Cl-].[Zn+2].[Cl-]>[CH2:28]([N:14]([CH2:11][CH2:12][CH3:13])[C:15]([C:17]1[CH:18]=[C:19]([CH:24]=[C:25]([C:2]2[O:1][CH:5]=[CH:4][N:3]=2)[CH:26]=1)[C:20]([O:22][CH3:23])=[O:21])=[O:16])[CH2:29][CH3:30] |f:5.6.7|. Procedure details: 3-[(Dipropylamino)carbonyl]-5-iodobenzoic acid (12 g, 32 mmol) is dissolved in 20% methanol/benzene (480 mL), and 2M trimethylsilyldiazomethane in hexane (19 mL, 38 mmol) is added slowly. Upon completion of the addition, the solution is concentrated under reduced pressure to give methyl 3-[(dipropylamino)carbonyl]-5-iodobenzoate for use without further purification in the following reaction. To a −70° C. stirred solution of oxazole (120 mg, 1.7 mmol) in tetrahydrofuran (4 mL) is added n-butyllit... The reactants are CCO, CC(C)C(Cl)=C(C#N)C#N, [NH4+], [OH-], O. Yields the product CC(C)C(N)=C(C#N)C#N. As a reaction SMILES: [CH3:14][CH2:15][OH:16].[Cl:1][C:2](=[C:3]([C:4]#[N:5])[C:6]#[N:7])[CH:8]([CH3:9])[CH3:10].[NH4+:11].[OH-:12].[OH2:13]>>[C:2](=[C:3]([C:4]#[N:5])[C:6]#[N:7])([CH:8]([CH3:9])[CH3:10])[NH2:11]. The reactants are CC(C)(C)OC(=O)N1CCc2cc(C(=O)Nc3cccc(CNC(=O)Nc4ccc(C#N)cc4)c3)ccc2C1, ClCCl, O=C(O)C(F)(F)F. Product: N#Cc1ccc(NC(=O)NCc2cccc(NC(=O)c3ccc4c(c3)CCNC4)c2)cc1. RXN SMILES: [C:1]([O:2][C:3](=[O:4])[N:8]1[CH2:9][c:10]2[cH:11][cH:12][c:13]([C:18]([NH:19][c:20]3[cH:21][c:22]([CH2:26][NH:27][C:28](=[O:29])[NH:30][c:31]4[cH:32][cH:33][c:34]([C:37]#[N:38])[cH:35][cH:36]4)[cH:23][cH:24][cH:25]3)=[O:39])[cH:14][c:15]2[CH2:16][CH2:17]1)([CH3:5])([CH3:6])[CH3:7].[Cl:47][CH2:48][Cl:49].[F:40][C:41]([F:42])([F:43])[C:44]([OH:45])=[O:46]>>[NH:8]1[CH2:9][c:10]2[cH:11][cH:12][c:13]([C:18]([NH:19][c:20]3[cH:21][c:22]([CH2:26][NH:27][C:28](=[O:29])[NH:30][c:31]4[cH:32][cH:33][c:34]([C:37]#[N:38])[cH:35][cH:36]4)[cH:23][cH:24][cH:25]3)=[O:39])[cH:14][c:15]2[CH2:16][CH2:17]1.